Dataset: the Open Reaction Database (ORD), a public repository of structured organic reaction records. Task: describe an organic reaction: reactants, conditions, products, and yield The reactants are CN(C)C=O, O=C=NC1CCCC1, Nc1ccc(Cl)c(S(N)(=O)=O)c1O. Product: NS(=O)(=O)c1c(Cl)ccc(NC(=O)NC2CCCC2)c1O. RXN SMILES: [CH3:22][N:23]([CH3:24])[CH:25]=[O:26].[CH:14]1([N:19]=[C:20]=[O:21])[CH2:15][CH2:16][CH2:17][CH2:18]1.[NH2:1][c:2]1[c:3]([OH:13])[c:4]([S:9](=[O:10])(=[O:11])[NH2:12])[c:5]([Cl:8])[cH:6][cH:7]1>>[NH:1]([c:2]1[c:3]([OH:13])[c:4]([S:9](=[O:10])(=[O:11])[NH2:12])[c:5]([Cl:8])[cH:6][cH:7]1)[C:20]([NH:19][CH:14]1[CH2:15][CH2:16][CH2:17][CH2:18]1)=[O:21]. Starting materials: C#CCn1c(-c2cccc(C3OCCO3)c2)nc(CC)c(CC)c1=O, CCOC(C)=O, CCCCCC, Cl, O. Yields the product C#CCn1c(-c2cccc(C=O)c2)nc(CC)c(CC)c1=O. RXN SMILES: [CH2:1]([CH3:2])[c:3]1[c:4](=[O:25])[n:5]([CH2:22][C:23]#[CH:24])[c:6](-[c:11]2[cH:12][c:13]([CH:17]3[O:18][CH2:21][CH2:20][O:19]3)[cH:14][cH:15][cH:16]2)[n:7][c:8]1[CH2:9][CH3:10].[CH3:28][CH2:29][O:30][C:31](=[O:32])[CH3:33].[CH3:34][CH2:35][CH2:36][CH2:37][CH2:38][CH3:39].[ClH:26].[OH2:27]>>[CH2:1]([CH3:2])[c:3]1[c:4](=[O:25])[n:5]([CH2:22][C:23]#[CH:24])[c:6](-[c:11]2[cH:12][c:13]([CH:17]=[O:18])[cH:14][cH:15][cH:16]2)[n:7][c:8]1[CH2:9][CH3:10]. As a reaction SMILES: C[O:2][CH:3](OC)[CH2:4][CH2:5][N:6]1[CH:11]=[C:10]([C:12]2[S:13][CH:14]=[C:15]([CH3:17])[N:16]=2)[C:9](=[O:18])[NH:8][C:7]1=[O:19].Cl>O1CCCC1>[CH3:17][C:15]1[N:16]=[C:12]([C:10]2[C:9](=[O:18])[NH:8][C:7](=[O:19])[N:6]([CH2:5][CH2:4][CH:3]=[O:2])[CH:11]=2)[S:13][CH:14]=1. Run in O1CCCC1 (Tetrahydrofuran), O1CCCC1 (THF). Reaction conditions: time 5 hour. The product is CC=1N=C(SC1)C=1C(NC(N(C1)CCC=O)=O)=O (3-[5-(4-methyl-1,3-thiazol-2-yl)-2,4-dioxo-3,4-dihydro-1(2H)-pyrimidinyl]propanal). Reactants: compound, COC(CCN1C(NC(C(=C1)C=1SC=C(N1)C)=O)=O)OC (1-[3,3-bis(methyloxy)propyl]-5-(4-methyl-1,3-thiazol-2-yl)-2,4(1H,3H)-pyrimidinedione), Cl (HCl), TEA. Procedure details: To a solution of 1-[3,3-bis(methyloxy)propyl]-5-(4-methyl-1,3-thiazol-2-yl)-2,4(1H,3H)-pyrimidinedione (Pre 44, 34 mg, 0.109 mmol) in Tetrahydrofuran (THF) (1.5 ml) 1M aqueous HCl (0.546 ml, 0.546 mmol) was added and the mixture was stirred at rt for 5 hrs. Other 1M aqueous HCl (0.273 ml, 0.273 mmol) was added and the mixture was stirred at rt overnight. Volatiles were evaporated (rotary, cold bath) and the residue was taken up with TEA (0.122 ml, 0.874 mmol) and THF (3 mL). The slurry was evapo... Procedure details: 1 g (3.7 mM) of N-formyl-N'-[2-(2-thienylmethylthio)ethyl]piperazine was dissolved in 10 ml of methanol. Thereto was added a solution of 178 mg (4.4 mM) of sodium hydroxide in 10 ml of water. The mixture was refluxed for 10 hours with heating, to give rise to a reaction After the completion of the reaction, the solvent was removed under reduced pressure. The residue was subjected to extraction with chloroform. The extract was washed with water and a saturated aqueous sodium chloride solution in ... Yield: 89.2%. Run in CO (methanol), O (water). Starting materials: C(=O)N1CCN(CC1)CCSCC=1SC=CC1 (N-formyl-N'-[2-(2-thienylmethylthio)ethyl]piperazine), [OH-].[Na+] (sodium hydroxide). Reaction SMILES: C([N:3]1[CH2:8][CH2:7][N:6]([CH2:9][CH2:10][S:11][CH2:12][C:13]2[S:14][CH:15]=[CH:16][CH:17]=2)[CH2:5][CH2:4]1)=O.[OH-].[Na+]>CO.O>[S:14]1[CH:15]=[CH:16][CH:17]=[C:13]1[CH2:12][S:11][CH2:10][CH2:9][N:6]1[CH2:7][CH2:8][NH:3][CH2:4][CH2:5]1 |f:1.2|. The product is S1C(=CC=C1)CSCCN1CCNCC1 (N-[2-(2-thienylmethylthio)ethyl]piperazine). Run at time 5 minute. The product is C(C)(=O)NC(=O)C1=CC=C(OCCN2C=NC=C2)C=C1 (1-[2-(4-acetylcarbamoylphenoxy)ethyl]imidazole). RXN SMILES: [C:1](O)(=[O:3])[CH3:2].[C:5]([C:8]1[CH:21]=[CH:20][C:11]([O:12][CH2:13][CH2:14][N:15]2[CH:19]=[CH:18][N:17]=[CH:16]2)=[CH:10][CH:9]=1)(=[O:7])[NH2:6]>CN(C)C=O>[C:1]([NH:6][C:5]([C:8]1[CH:9]=[CH:10][C:11]([O:12][CH2:13][CH2:14][N:15]2[CH:19]=[CH:18][N:17]=[CH:16]2)=[CH:20][CH:21]=1)=[O:7])(=[O:3])[CH3:2]. Run in CN(C=O)C (N,N-dimethylformamide). Yield: 16.6%. Procedure details: N,N'-Carbonyldiimidazole (4.9 g) was dissolved in dry N,N-dimethylformamide (10 ml) and acetic acid (1.8 g) was added. The solution was stirred for 5 minutes and then 1-[2-(4-carbamoylphenoxy)ethyl]imidazole (4.6 g) was added. The solution was heated under reflux for 3 hours and then evaporated. The residue was treated with aqueous sodium bicarbonate and the mixture was extracted several times with ethyl acetate. The combined ethyl acetate extracts were washed with water, dried (Na2SO4) and evap... Starting materials: C(C)(=O)O (acetic acid), N,N'-Carbonyldiimidazole, C(N)(=O)C1=CC=C(OCCN2C=NC=C2)C=C1 (1-[2-(4-carbamoylphenoxy)ethyl]imidazole). The reactants are BrC1=C(CN2C(=NN=C(C2=O)C)SC)C=C(C=C1)F (4-(2-bromo-5-fluorobenzyl)-6-methyl-3-(methylthio)-1,2,4-triazin-5(4H)-one), N1C[C@@H](CCC1)NC(OC(C)(C)C)=O ((R)-tert-butyl piperidin-3-ylcarbamate). Conditions: temperature 135 celsius, time 5 minute. Yields the product BrC1=C(CN2C(=NN=C(C2=O)C)N2C[C@@H](CCC2)NC(OC(C)(C)C)=O)C=C(C=C1)F ((R)-tert-butyl 1-(4-(2-bromo-5-fluorobenzyl)-6-methyl-5-oxo-4,5-dihydro-1,2,4-triazin-3-yl)piperidin-3-ylcarbamate). RXN SMILES: [Br:1][C:2]1[CH:18]=[CH:17][C:16]([F:19])=[CH:15][C:3]=1[CH2:4][N:5]1[C:10](=[O:11])[C:9]([CH3:12])=[N:8][N:7]=[C:6]1SC.[NH:20]1[CH2:25][CH2:24][CH2:23][C@@H:22]([NH:26][C:27](=[O:33])[O:28][C:29]([CH3:32])([CH3:31])[CH3:30])[CH2:21]1>>[Br:1][C:2]1[CH:18]=[CH:17][C:16]([F:19])=[CH:15][C:3]=1[CH2:4][N:5]1[C:10](=[O:11])[C:9]([CH3:12])=[N:8][N:7]=[C:6]1[N:20]1[CH2:25][CH2:24][CH2:23][C@@H:22]([NH:26][C:27](=[O:33])[O:28][C:29]([CH3:31])([CH3:30])[CH3:32])[CH2:21]1. Reported procedure: The mixture of 4-(2-bromo-5-fluorobenzyl)-6-methyl-3-(methylthio)-1,2,4-triazin-5(4H)-one (17, 180 mg, 0.523 mmol) and (R)-tert-butyl piperidin-3-ylcarbamate (208 mg, 1.04 mmol) was ground for 5 min and then heated in a tube under nitrogen atmosphere at 135° C. for 13 h. The mixture was separated by silica gel column, and eluted with 10-50% ethyl acetate in petroleum ether to give (R)-tert-butyl 1-(4-(2-bromo-5-fluorobenzyl)-6-methyl-5-oxo-4,5-dihydro-1,2,4-triazin-3-yl)piperidin-3-ylcarbamate (... Starting materials: NC1CCCCN(Cc2ccccc2)C1=O, O=C(Cl)N1CCC(N2Cc3ccccc3NC2=O)CC1. Product: O=C(NC1CCCCN(Cc2ccccc2)C1=O)N1CCC(N2Cc3ccccc3NC2=O)CC1. As a reaction SMILES: [NH2:1][CH:2]1[C:3](=[O:16])[N:4]([CH2:9][c:10]2[cH:11][cH:12][cH:13][cH:14][cH:15]2)[CH2:5][CH2:6][CH2:7][CH2:8]1.[O:17]=[C:18]1[NH:19][c:20]2[cH:21][cH:22][cH:23][cH:24][c:25]2[CH2:26][N:27]1[CH:28]1[CH2:29][CH2:30][N:31]([C:34](=[O:35])[Cl:36])[CH2:32][CH2:33]1>>[NH:1]([CH:2]1[C:3](=[O:16])[N:4]([CH2:9][c:10]2[cH:11][cH:12][cH:13][cH:14][cH:15]2)[CH2:5][CH2:6][CH2:7][CH2:8]1)[C:34]([N:31]1[CH2:30][CH2:29][CH:28]([N:27]2[C:18](=[O:17])[NH:19][c:20]3[cH:21][cH:22][cH:23][cH:24][c:25]3[CH2:26]2)[CH2:33][CH2:32]1)=[O:35]. The reactants are OO (hydrogen peroxide), Cl.[Cl-].NC1=CC=C(C=C1)N1CC(CC1)[N+](C)(C)C (1-(4-aminophenyl)-N,N,N-trimethylpyrrolidin-3-aminium chloride hydrochloride), Cl.NC=1C(=C(C(=CC1)C)O)Cl (3-amino-2-chloro-6-methylphenol hydrochloride), [OH-].[NH4+] (ammonium hydroxide). The solvent is O (water), O (water). Conditions: time 24 hour. Product: [Cl-].NC=1C(C=C(C(C1Cl)=O)C)=NC1=CC=C(C=C1)N1CC(CC1)[N+](C)(C)C (1-(4-{[2-amino-3-chloro-5-methyl-4-oxocyclohexa-2,5-dien-1-ylidene]amino}phenyl)-N,N,N-trimethylpyrrolidin-3-aminium chloride). The yield is 39.1%. RXN SMILES: Cl.[Cl-].[NH2:3][C:4]1[CH:9]=[CH:8][C:7]([N:10]2[CH2:14][CH2:13][CH:12]([N+:15]([CH3:18])([CH3:17])[CH3:16])[CH2:11]2)=[CH:6][CH:5]=1.Cl.[NH2:20][C:21]1[C:22]([Cl:29])=[C:23]([OH:28])[C:24]([CH3:27])=[CH:25][CH:26]=1.[OH-].[NH4+].OO>O>[Cl-:29].[NH2:20][C:21]1[C:26](=[N:3][C:4]2[CH:5]=[CH:6][C:7]([N:10]3[CH2:14][CH2:13][CH:12]([N+:15]([CH3:18])([CH3:17])[CH3:16])[CH2:11]3)=[CH:8][CH:9]=2)[CH:25]=[C:24]([CH3:27])[C:23](=[O:28])[C:22]=1[Cl:29] |f:0.1.2,3.4,5.6,9.10|. Reported procedure: 292.5 mg of 1-(4-aminophenyl)-N,N,N-trimethylpyrrolidin-3-aminium chloride hydrochloride and 194.1 mg of 3-amino-2-chloro-6-methylphenol hydrochloride are weighed out in a flask, 1 ml of water is added and the pH is adjusted to 9.5 with 20% ammonium hydroxide in water. 1.1 ml of 30% aqueous hydrogen peroxide solution are added dropwise. The mixture is left stirring for 24 hours. The precipitate is filtered off and rinsed with acetone. 80 mg of 1-(4-{[2-amino-3-chloro-5-methyl-4-oxocyclohexa-2,5-... The reactants are C(#N)C(C(=O)OCC)=CC1=C(N(C2=CC=CC=C12)CC1=CC=C(C=C1)OC)Cl (Ethyl 2-cyano-3-(1-(4-methoxybenzyl)-2-chloro-3-indolyl)acrylate), CCO.O (EtOH water). Yields the product C(#N)C(C(=O)OCC)=CC1=C(N(C2=CC=CC=C12)CC1=C(C=CC=C1)OC)Cl (Ethyl 2-cyano-3-(1-(2-methoxybenzyl)-2-chloro-3-indolyl)acrylate). RXN SMILES: [C:1]([C:3](=[CH:9][C:10]1[C:18]2[C:13](=[CH:14][CH:15]=[CH:16][CH:17]=2)[N:12]([CH2:19][C:20]2[CH:25]=[CH:24][C:23](OC)=[CH:22][CH:21]=2)[C:11]=1[Cl:28])[C:4]([O:6][CH2:7][CH3:8])=[O:5])#[N:2].C[CH2:30][OH:31].O>>[C:1]([C:3](=[CH:9][C:10]1[C:18]2[C:13](=[CH:14][CH:15]=[CH:16][CH:17]=2)[N:12]([CH2:19][C:20]2[CH:25]=[CH:24][CH:23]=[CH:22][C:21]=2[O:31][CH3:30])[C:11]=1[Cl:28])[C:4]([O:6][CH2:7][CH3:8])=[O:5])#[N:2] |f:1.2|. Procedure: To 600 mg of 1-(2-methoxybenzyl)-2-chloroindole-carbaldehyde, slurried in 10 ml of ethanol, was added 608 mg of potassium carbonate and 0.24 ml of ethyl cyanoacetate. After overnight stirring 10 ml of water was added, and the product collected by filtration, washed with water, and dried to give (12a). Yield 630 mg of (12a). M.p. 126°-8° C. (sample recryst. from EtOH/water).